Dataset: the Open Reaction Database (ORD), a public repository of structured organic reaction records. Task: describe an organic reaction: reactants, conditions, products, and yield Starting materials: diazonium salt, ClC1=CC=C(C=C1)S (4-chlorothiophenol), C(C)(=O)[O-].[Na+] (sodium acetate), CC1CN(CCN1)C1=C(C=CC=C1)N (2-(3-Methylpiperazin-1-yl)phenylamine), N(=O)[O-].[Na+] (sodium nitrite), S(O)(O)(=O)=O (sulfuric acid). The reagents and catalysts are [Cu] (copper). The solvent is [OH-].[Na+] (NaOH), C(C)(=O)OCC (ethyl acetate), O (water). Conditions: temperature 0 celsius, time 30 minute. Product: ClC1=CC=C(C=C1)SC1=C(C=CC=C1)N1CC(NCC1)C (1-[2-(4-Chlorophenylsulfanyl)phenyl]-3-methylpiperazine). Reaction SMILES: [CH3:1][CH:2]1[NH:7][CH2:6][CH2:5][N:4]([C:8]2[CH:13]=[CH:12][CH:11]=[CH:10][C:9]=2N)[CH2:3]1.S(=O)(=O)(O)O.N([O-])=O.[Na+].C([O-])(=O)C.[Na+].[Cl:29][C:30]1[CH:35]=[CH:34][C:33]([SH:36])=[CH:32][CH:31]=1>O.[OH-].[Na+].[Cu].C(OCC)(=O)C>[Cl:29][C:30]1[CH:35]=[CH:34][C:33]([S:36][C:9]2[CH:10]=[CH:11][CH:12]=[CH:13][C:8]=2[N:4]2[CH2:5][CH2:6][NH:7][CH:2]([CH3:1])[CH2:3]2)=[CH:32][CH:31]=1 |f:2.3,4.5,8.9|. Reported procedure: 2-(3-Methylpiperazin-1-yl)phenylamine (0.96 g, 5 mmol) was dissolved in 30 mL water containing sulfuric acid (0.28 mL, 5.2 mmol) and the solution was cooled to 0° C. and sodium nitrite (0.36 g, 5.2 mmol) was added. The reaction was stirred for 30 minutes before the pH of the reaction was adjusted to pH 7 with sodium acetate. The diazonium salt solution was then added dropwise to a solution of 4-chlorothiophenol in a suspension of copper (0.3 g, 5 mmol) in 2 M NaOH (4 mL). After addition, the rea... The reactants are FC1=C2C=3N(C(C=NC3C=C1)=O)CC2(C(=O)O)O (7-fluoro-6-hydroxy-3-oxo-5,6-dihydro-3H-pyrrolo[1,2,3-de]quinoxaline-6-carboxylic acid), FC=1C(=C2N=C(C=NC2=CC1)OC)C1(OC1)C(=O)[O-] (2-[6-fluoro-3-(methyloxy)-5-quinoxalinyl]-2-oxiranecarboxylate), S(O)(O)(=O)=O (sulphuric acid). The solvent is CO (methanol). Reaction conditions: time 17 hour. The product is FC1=C2C=3N(C(C=NC3C=C1)=O)CC2(C(=O)OC)O (Methyl 7-fluoro-6-hydroxy-3-oxo-5,6-dihydro-3H-pyrrolo[1,2,3-de]quinoxaline-6-carboxylate). As a reaction SMILES: [F:1][C:2]1[CH:11]=[CH:10][C:9]2[N:8]=[CH:7][C:6](=[O:12])[N:5]3[CH2:13][C:14]([OH:18])([C:15]([OH:17])=[O:16])[C:3]=1[C:4]=23.F[C:20]1C(C2(C([O-])=O)CO2)=C2C(=CC=1)N=CC(OC)=N2.S(=O)(=O)(O)O>CO>[F:1][C:2]1[CH:11]=[CH:10][C:9]2[N:8]=[CH:7][C:6](=[O:12])[N:5]3[CH2:13][C:14]([OH:18])([C:15]([O:17][CH3:20])=[O:16])[C:3]=1[C:4]=23. Reported procedure: A 3:1 mixture of 7-fluoro-6-hydroxy-3-oxo-5,6-dihydro-3H-pyrrolo[1,2,3-de]quinoxaline-6-carboxylic acid and 2-[6-fluoro-3-(methyloxy)-5-quinoxalinyl]-2-oxiranecarboxylate (3.05 g) was partially dissolved in methanol (100 mL) and treated with concentrated sulphuric acid (1 mL), added dropwise at room temperature. The reaction mixture was stirred for 17 hours then quenched to pH 7 by addition of MP-carbonate resin. The mixture was filtered and evaporated. The residue was placed directly onto the t... Reactants: CCCCl, Cl, NC(=O)c1cc(-c2ccsc2)cc2c(C3CCNCC3)n[nH]c12, CN(C)C=O, O=S(=O)(Cl)Cl. Reaction SMILES: [Cl:30][CH2:31][CH2:32][CH3:33].[ClH:1].[NH:2]1[CH2:3][CH2:4][CH:5]([c:8]2[n:9][nH:10][c:11]3[c:12]([C:22](=[O:23])[NH2:24])[cH:13][c:14](-[c:17]4[cH:18][s:19][cH:20][cH:21]4)[cH:15][c:16]23)[CH2:6][CH2:7]1.[O:34]=[CH:35][N:36]([CH3:37])[CH3:38].[S:25](=[O:26])(=[O:27])([Cl:28])[Cl:29]>>[N:2]1([S:25](=[O:26])(=[O:27])[CH2:33][CH2:32][CH2:31][Cl:30])[CH2:3][CH2:4][CH:5]([c:8]2[n:9][nH:10][c:11]3[c:12]([C:22](=[O:23])[NH2:24])[cH:13][c:14](-[c:17]4[cH:18][s:19][cH:20][cH:21]4)[cH:15][c:16]23)[CH2:6][CH2:7]1. The product is NC(=O)c1cc(-c2ccsc2)cc2c(C3CCN(S(=O)(=O)CCCCl)CC3)n[nH]c12. The reactants are CC1C(CCCC1)N (2-methyl-cyclohexylamine), COC(=O)C1CN(C(C1)=O)C1C(CCC(C1)C)C(C)C (1-(2-isopropyl-5-methyl-cyclohexyl)-5-oxo-pyrrolidine-3-carboxylic acid methyl ester), CC1C(CCCC1)N (2-Methyl-cyclohexylamine). Yields the product COC(=O)C1CN(C(C1)=O)C1C(CCCC1)C (1-(2-methyl-cyclohexyl)-5-oxo-pyrrolidine-3-carboxylic acid methyl ester). As a reaction SMILES: CC1CCCCC1N.[CH3:9][O:10][C:11]([CH:13]1[CH2:17][C:16](=[O:18])[N:15]([CH:19]2[CH2:24][CH:23](C)[CH2:22][CH2:21][CH:20]2[CH:26](C)C)[CH2:14]1)=[O:12]>>[CH3:9][O:10][C:11]([CH:13]1[CH2:17][C:16](=[O:18])[N:15]([CH:19]2[CH2:24][CH2:23][CH2:22][CH2:21][CH:20]2[CH3:26])[CH2:14]1)=[O:12]. Procedure: 1-(2-Methyl-cyclohexyl)-5-oxo-pyrrolidine-3-carboxylic acid methyl ester was prepared with 2-methyl-cyclohexylamine in the manner described above for 1-(2-isopropyl-5-methyl-cyclohexyl)-5-oxo-pyrrolidine-3-carboxylic acid methyl ester of Example I. 2-Methyl-cyclohexylamine (7.4 g, 47.7 mmol) was used to provide 1-(2-methyl-cyclohexyl)-5-oxo-pyrrolidine-3-carboxylic acid methyl ester (10.7 g, 38.2 mmol). Starting materials: CN(/C=C/C(=O)C1=CC(=C(C=C1)F)C(C1=CC=CC=C1)O)C ((2E)-3-(dimethylamino)-1-{4-fluoro-3-[hydroxy(phenyl)methyl]phenyl}-2-propen-1-one), Cl.NC(=N)N (guanidine hydrochloride), C([O-])([O-])=O.[K+].[K+] (potassium carbonate). The solvent is C(C)O (ethanol). Reaction conditions: temperature 150 celsius. Yields the product NC1=NC=CC(=N1)C=1C=CC(=C(C1)C(O)C1=CC=CC=C1)F ([5-(2-amino-4-pyrimidinyl)-2-fluorophenyl]-(phenyl)methanol). As a reaction SMILES: CN(C)/[CH:3]=[CH:4]/[C:5]([C:7]1[CH:12]=[CH:11][C:10]([F:13])=[C:9]([CH:14]([OH:21])[C:15]2[CH:20]=[CH:19][CH:18]=[CH:17][CH:16]=2)[CH:8]=1)=O.Cl.[NH2:24][C:25]([NH2:27])=[NH:26].C(=O)([O-])[O-].[K+].[K+]>C(O)C>[NH2:26][C:25]1[N:27]=[C:5]([C:7]2[CH:12]=[CH:11][C:10]([F:13])=[C:9]([CH:14]([C:15]3[CH:20]=[CH:19][CH:18]=[CH:17][CH:16]=3)[OH:21])[CH:8]=2)[CH:4]=[CH:3][N:24]=1 |f:1.2,3.4.5|. Reported procedure: A 5 mL microwave tube was charged with (2E)-3-(dimethylamino)-1-{4-fluoro-3-[hydroxy(phenyl)methyl]phenyl}-2-propen-1-one (0.2 mmol), guanidine hydrochloride (0.4 mmol), potassium carbonate (0.6 mmol) and ethanol (3.5 mL). The reaction was heated to 150° C. for 600 s using microwave irradiation. The reaction was concentrated to dryness and the residue was taken up in water and extracted with ethyl acetate. The organics were dried over magnesium sulfate, filtered and concentrated to dryness. Reco... Starting materials: Cc1ccccc1, Nc1nc(C(Cl)(Cl)Cl)ns1, Cc1ccc(C(=O)Cl)cc1. Yields the product Cc1ccc(C(=O)Nc2nc(C(Cl)(Cl)Cl)ns2)cc1. RXN SMILES: [CH3:21][c:22]1[cH:23][cH:24][cH:25][cH:26][cH:27]1.[NH2:1][c:2]1[n:3][c:4]([C:7]([Cl:8])([Cl:9])[Cl:10])[n:5][s:6]1.[c:11]1([CH3:20])[cH:12][cH:13][c:14]([C:17](=[O:18])[Cl:19])[cH:15][cH:16]1>>[NH:1]([c:2]1[n:3][c:4]([C:7]([Cl:8])([Cl:9])[Cl:10])[n:5][s:6]1)[C:17]([c:14]1[cH:13][cH:12][c:11]([CH3:20])[cH:16][cH:15]1)=[O:18].